From a dataset of the Open Reaction Database (ORD), a public repository of structured organic reaction records. describe an organic reaction: reactants, conditions, products, and yield Reactants: C1CC(=O)N(C1=O)Cl (NCS), 5-L, C1CC(=O)N(C1=O)Cl (NCS), O (H2O), ClC1=C(N)C=CC(=C1)Cl (2,4-dichloroaniline), C1CC(=O)N(C1=O)Cl (NCS), NC1=CC=CC=C1 (aniline). Solvent: CC#N (MeCN). Run at time 1 hour. The product is ClC1=C(N)C(=CC(=C1)Cl)Cl (2,4,6-Trichloroaniline). RXN SMILES: NC1C=CC=CC=1.C1C(=O)N([Cl:15])C(=O)C1.[Cl:16][C:17]1[CH:23]=[C:22]([Cl:24])[CH:21]=[CH:20][C:18]=1[NH2:19].O>CC#N>[Cl:16][C:17]1[CH:23]=[C:22]([Cl:24])[CH:21]=[C:20]([Cl:15])[C:18]=1[NH2:19]. Procedure details: A 5-L, two-necked, round-bottomed flask equipped with magnetic stirbar was charged with 50 g freshly distilled aniline (0.54 mol) in 1 L MeCN. One neck was equipped with a reflux condenser and N2 purge, and the second neck was glass stoppered. The solution was brought to reflux. N-Chlorosuccimide (86 g, 1 equiv) was added through the glass-stoppered neck in one portion. The color of the reaction became purple-brown. After 1 h, a second addition of 86 g NCS (1 equiv) was made in one portion. Afte... Solvent: C(C)O (ethanol). Product: CC=1NC(=C(C(C1C(=O)OC)C1=C(C=CC=C1)[N+](=O)[O-])C(=O)OCCCCN1C(C=2C(C1=O)=CC=CC2)=O)C (1,4-Dihydro-2,6-dimethyl-3-methoxycarbonyl-4-(2-nitrophenyl)-5-(4-phthalimido-butoxy)carbonyl-pyridine). Procedure: 13.7 g (55 mmol) of 2-(2-nitrobenzylidene)-acetoacetic acid methyl ester and 16.6 g (55 mmol) of 3-aminocrotonic acid-(4-phthalimido-butyl)ester are boiled in 150 ml of ethanol for 18 hours. The orange yellow oil (28.7 g-98%) obtained after removal of the solvent by evaporation under vacuum is used for further reactions without further purification. Reaction SMILES: [CH3:1][O:2][C:3](=[O:18])[C:4](=[CH:8][C:9]1[CH:14]=[CH:13][CH:12]=[CH:11][C:10]=1[N+:15]([O-:17])=[O:16])[C:5]([CH3:7])=O.[C:19]1(=[O:40])[N:23]([CH2:24][CH2:25][CH2:26][CH2:27][O:28][C:29](=[O:34])/[CH:30]=[C:31](\[NH2:33])/[CH3:32])[C:22](=[O:35])[C:21]2=[CH:36][CH:37]=[CH:38][CH:39]=[C:20]12>C(O)C>[CH3:7][C:5]1[NH:33][C:31]([CH3:32])=[C:30]([C:29]([O:28][CH2:27][CH2:26][CH2:25][CH2:24][N:23]2[C:19](=[O:40])[C:20]3=[CH:39][CH:38]=[CH:37][CH:36]=[C:21]3[C:22]2=[O:35])=[O:34])[CH:8]([C:9]2[CH:14]=[CH:13][CH:12]=[CH:11][C:10]=2[N+:15]([O-:17])=[O:16])[C:4]=1[C:3]([O:2][CH3:1])=[O:18]. The reactants are COC(C(C(=O)C)=CC1=C(C=CC=C1)[N+](=O)[O-])=O (2-(2-nitrobenzylidene)-acetoacetic acid methyl ester), C1(C=2C(C(N1CCCCOC(\C=C(\C)/N)=O)=O)=CC=CC2)=O (3-aminocrotonic acid-(4-phthalimido-butyl)ester). Starting materials: C[Si](C)(C)Cl, CCOC(=O)C1CC(=O)CC(CC)N1S(=O)(=O)c1ccc(Cl)cc1, ClCCl, OCCO. The product is CCOC(=O)C1CC2(CC(CC)N1S(=O)(=O)c1ccc(Cl)cc1)OCCO2. RXN SMILES: [CH3:25][Si:26]([Cl:27])([CH3:28])[CH3:29].[Cl:1][c:2]1[cH:3][cH:4][c:5]([S:8](=[O:9])(=[O:10])[N:11]2[CH:12]([C:20](=[O:21])[O:22][CH2:23][CH3:24])[CH2:13][C:14](=[O:19])[CH2:15][CH:16]2[CH2:17][CH3:18])[cH:6][cH:7]1.[Cl:34][CH2:35][Cl:36].[OH:30][CH2:31][CH2:32][OH:33]>>[Cl:1][c:2]1[cH:3][cH:4][c:5]([S:8](=[O:9])(=[O:10])[N:11]2[CH:12]([C:20](=[O:21])[O:22][CH2:23][CH3:24])[CH2:13][C:14]3([CH2:15][CH:16]2[CH2:17][CH3:18])[O:19][CH2:32][CH2:31][O:30]3)[cH:6][cH:7]1. Starting materials: C1CCOC1, Cl, CC(C)(C)OC(=O)NC(COc1ccc2[nH]c(=O)[nH]c2c1)c1ccccc1. Yields the product Cl, NC(COc1ccc2[nH]c(=O)[nH]c2c1)c1ccccc1. Reaction SMILES: [CH2:29]1[O:30][CH2:31][CH2:32][CH2:33]1.[ClH:28].[O:1]=[c:2]1[nH:3][c:4]2[c:5]([nH:6]1)[cH:7][cH:8][c:9]([O:11][CH2:12][CH:13]([c:14]1[cH:15][cH:16][cH:17][cH:18][cH:19]1)[NH:20][C:21](=[O:22])[O:23][C:24]([CH3:25])([CH3:26])[CH3:27])[cH:10]2>>[ClH:28].[O:1]=[c:2]1[nH:3][c:4]2[c:5]([nH:6]1)[cH:7][cH:8][c:9]([O:11][CH2:12][CH:13]([c:14]1[cH:15][cH:16][cH:17][cH:18][cH:19]1)[NH2:20])[cH:10]2. Starting materials: Cl, CC(c1ccccc1)C(O)c1ccc(-c2ccccc2)s1. The product is CC(=Cc1ccc(-c2ccccc2)s1)c1ccccc1. Reaction SMILES: [ClH:22].[c:1]1([CH:7]([CH:8]([OH:9])[c:10]2[s:11][c:12](-[c:15]3[cH:16][cH:17][cH:18][cH:19][cH:20]3)[cH:13][cH:14]2)[CH3:21])[cH:2][cH:3][cH:4][cH:5][cH:6]1>>[c:1]1([C:7](=[CH:8][c:10]2[s:11][c:12](-[c:15]3[cH:16][cH:17][cH:18][cH:19][cH:20]3)[cH:13][cH:14]2)[CH3:21])[cH:2][cH:3][cH:4][cH:5][cH:6]1.